From a dataset of the Open Reaction Database (ORD), a public repository of structured organic reaction records. describe an organic reaction: reactants, conditions, products, and yield The reactants are BrC=1C=CC(=C(C1)C)I (5-bromo-2-iodotoluene), FC=1C=C(C=NC1)B(O)O (5-fluoropyridine-3-boronic acid). Yields the product BrC1=CC(=C(C=C1)C=1C=NC=C(C1)F)C (3-(4-Bromo-2-methyl-phenyl)-5-fluoro-pyridine). Reaction SMILES: [Br:1][C:2]1[CH:3]=[CH:4][C:5](I)=[C:6]([CH3:8])[CH:7]=1.[F:10][C:11]1[CH:12]=[C:13](B(O)O)[CH:14]=[N:15][CH:16]=1>>[Br:1][C:2]1[CH:3]=[CH:4][C:5]([C:13]2[CH:14]=[N:15][CH:16]=[C:11]([F:10])[CH:12]=2)=[C:6]([CH3:8])[CH:7]=1. Procedure: The title compound was prepared from 5-bromo-2-iodotoluene and 5-fluoropyridine-3-boronic acid in analogy to Example 1b): MS (ISP): 265.8 and 267.9 (M+H)+. Reactants: COC=1C(=CC2=C(CCN(CC2C)C(C(F)(F)F)=O)N1)[N+](=O)[O-] (2-methoxy-5-methyl-3-nitro-7-(trifluoroacetyl)-6,7,8,9-tetrahydro-5H-pyrido[2,3-d]azepine). Reagents/catalysts: [Pd] (Pd/C). Solvent: CCO (EtOH). Conditions: time 2 hour. Product: COC=1C(=CC2=C(CCN(CC2C)C(C(F)(F)F)=O)N1)N (2-methoxy-5-methyl-7-(trifluoroacetyl)-6,7,8,9-tetrahydro-5H-pyrido[2,3-d]azepin-3-amine). Yield: 96.2%. As a reaction SMILES: [CH3:1][O:2][C:3]1[C:4]([N+:21]([O-])=O)=[CH:5][C:6]2[CH:12]([CH3:13])[CH2:11][N:10]([C:14](=[O:19])[C:15]([F:18])([F:17])[F:16])[CH2:9][CH2:8][C:7]=2[N:20]=1>CCO.[Pd]>[CH3:1][O:2][C:3]1[C:4]([NH2:21])=[CH:5][C:6]2[CH:12]([CH3:13])[CH2:11][N:10]([C:14](=[O:19])[C:15]([F:18])([F:16])[F:17])[CH2:9][CH2:8][C:7]=2[N:20]=1. Procedure: The nitro group of 2-methoxy-5-methyl-3-nitro-7-(trifluoroacetyl)-6,7,8,9-tetrahydro-5H-pyrido[2,3-d]azepine (40.0 mg, 120 μmol) of was reduced with 10% Pd/C in EtOH (5 ml) under H2 (1 attn). After 2 h of stirring at room temperature, the reaction mixture was filtered through a pad of Celite and rinsed with MeOH. 2-methoxy-5-methyl-7-(trifluoroacetyl)-6,7,8,9-tetrahydro-5H-pyrido[2,3-d]azepin-3-amine (35 mg, 96%) was obtained after removal of solvent. MS (ESI) m/z 304. Removal of the trifluoroac...